From a dataset of the Open Reaction Database (ORD), a public repository of structured organic reaction records. describe an organic reaction: reactants, conditions, products, and yield The reactants are C=Cc1ccccc1 (styrene), c1ccc(cc1)I. Reagents/catalysts: C1=C\CC/C=C\CC/1.C1=C\CC/C=C\CC/1.[Ni], CCN(CC)CC (triethylamine), FC(F)(F)c1ccc(N2CP(c3ccccc3)CN(c3ccc(C(F)(F)F)cc3)CP(c3ccccc3)C2)cc1. Solvent: Cc1ccccc1. Reaction conditions: temperature 85 celsius, time 16 hour. Product: COc1cc(OC)cc(OC)c1 (1,3,5-trimethoxybenzene), C(=C/c1ccccc1)\c1ccccc1 (Trans stilbene), C=C(c1ccccc1)c1ccccc1 (1,1'-diphenylethylene), Styrene dimer 1, Styrene dimer 2, Reduced styrene dimer, Reduced styrene dimer 2. Starting materials: CN(C(=O)OC(C)(C)C)C(Cc1ccc2ccccc2c1)C(=O)O, CCN=C=NCCCN(C)C, CNC(Cc1ccccc1)C(=O)NCC(F)(F)F, CN(C)C=O, CCOC(C)=O, ClCCl, Cl, On1nnc2cccnc21. The product is CN(C(=O)OC(C)(C)C)C(Cc1ccc2ccccc2c1)C(=O)N(C)C(Cc1ccccc1)C(=O)NCC(F)(F)F. Reaction SMILES: [C:1]([CH3:2])([CH3:3])([CH3:4])[O:5][C:6](=[O:7])[N:8]([CH3:9])[CH:10]([C:11](=[O:12])[OH:13])[CH2:14][c:15]1[cH:16][c:17]2[cH:18][cH:19][cH:20][cH:21][c:22]2[cH:23][cH:24]1.[CH3:36][N:37]([CH3:38])[CH2:39][CH2:40][CH2:41][N:42]=[C:43]=[N:44][CH2:45][CH3:46].[CH3:47][NH:48][CH:49]([C:50](=[O:51])[NH:52][CH2:53][C:54]([F:55])([F:56])[F:57])[CH2:58][c:59]1[cH:60][cH:61][cH:62][cH:63][cH:64]1.[CH3:65][N:66]([CH3:67])[CH:68]=[O:69].[CH3:73][CH2:74][O:75][C:76](=[O:77])[CH3:78].[Cl:70][CH2:71][Cl:72].[ClH:35].[OH:25][n:26]1[c:27]2[n:28][cH:29][cH:30][cH:31][c:32]2[n:33][n:34]1>>[C:1]([CH3:2])([CH3:3])([CH3:4])[O:5][C:6](=[O:7])[N:8]([CH3:9])[CH:10]([C:11](=[O:13])[N:48]([CH3:47])[CH:49]([C:50](=[O:51])[NH:52][CH2:53][C:54]([F:55])([F:56])[F:57])[CH2:58][c:59]1[cH:60][cH:61][cH:62][cH:63][cH:64]1)[CH2:14][c:15]1[cH:16][c:17]2[cH:18][cH:19][cH:20][cH:21][c:22]2[cH:23][cH:24]1.